From a dataset of the Open Reaction Database (ORD), a public repository of structured organic reaction records. describe an organic reaction: reactants, conditions, products, and yield Product: Cc1ccc(CCOCCOS(C)(=O)=O)cc1. The reactants are CS(=O)(=O)Cl, Cc1ccc(CCOCCO)cc1. RXN SMILES: [CH3:14][S:15]([Cl:16])(=[O:17])=[O:18].[CH3:1][c:2]1[cH:3][cH:4][c:5]([CH2:8][CH2:9][O:10][CH2:11][CH2:12][OH:13])[cH:6][cH:7]1>>[CH3:1][c:2]1[cH:3][cH:4][c:5]([CH2:8][CH2:9][O:10][CH2:11][CH2:12][O:13][S:15]([CH3:14])(=[O:17])=[O:18])[cH:6][cH:7]1.